From a dataset of the Open Reaction Database (ORD), a public repository of structured organic reaction records. describe an organic reaction: reactants, conditions, products, and yield The reactants are Cl, CC(NC(=O)Cc1cc(F)cc(F)c1)C(=O)O, CN1C(=O)C(N)c2ccccc21, O=C1Cc2ccccc2N1. The product is CC(NC(=O)Cc1cc(F)cc(F)c1)C(=O)C1(N)C(=O)N(C)c2ccccc21. As a reaction SMILES: [ClH:18].[F:1][c:2]1[cH:3][c:4]([CH2:9][C:10](=[O:11])[NH:12][CH:13]([CH3:14])[C:15](=[O:16])[OH:17])[cH:5][c:6]([F:8])[cH:7]1.[NH2:19][CH:20]1[C:21](=[O:30])[N:22]([CH3:29])[c:23]2[cH:24][cH:25][cH:26][cH:27][c:28]21.[NH:31]1[c:32]2[c:33]([cH:34][cH:35][cH:36][cH:37]2)[CH2:38][C:39]1=[O:40]>>[F:1][c:2]1[cH:3][c:4]([CH2:9][C:10](=[O:11])[NH:12][CH:13]([CH3:14])[C:15](=[O:17])[C:20]2([NH2:19])[C:21](=[O:30])[N:22]([CH3:29])[c:23]3[cH:24][cH:25][cH:26][cH:27][c:28]32)[cH:5][c:6]([F:8])[cH:7]1. Reactants: CCOC(=O)CSc1nc(-c2cc3ccccc3[nH]2)c2c(N)nccn12, Cl. Yields the product Nc1nccn2c(SCC(=O)O)nc(-c3cc4ccccc4[nH]3)c12. RXN SMILES: [CH2:1]([CH3:2])[O:3][C:4]([CH2:5][S:6][c:7]1[n:8][c:9](-[c:17]2[nH:18][c:19]3[cH:20][cH:21][cH:22][cH:23][c:24]3[cH:25]2)[c:10]2[n:11]1[cH:12][cH:13][n:14][c:15]2[NH2:16])=[O:26].[ClH:27]>>[O:3]=[C:4]([CH2:5][S:6][c:7]1[n:8][c:9](-[c:17]2[nH:18][c:19]3[cH:20][cH:21][cH:22][cH:23][c:24]3[cH:25]2)[c:10]2[n:11]1[cH:12][cH:13][n:14][c:15]2[NH2:16])[OH:26]. Starting materials: COc1ccc(S(=O)(=O)N2CCCCC(COC(C)=O)C2C(=O)O)cc1, CCOC(C)=O, ClCCl, NO. Product: COc1ccc(S(=O)(=O)N2CCCCC(COC(C)=O)C2C(=O)NO)cc1. RXN SMILES: [C:1]([CH3:2])(=[O:3])[O:4][CH2:5][CH:6]1[CH:7]([C:24](=[O:25])[OH:26])[N:8]([S:13](=[O:14])(=[O:15])[c:16]2[cH:17][cH:18][c:19]([O:22][CH3:23])[cH:20][cH:21]2)[CH2:9][CH2:10][CH2:11][CH2:12]1.[CH3:32][CH2:33][O:34][C:35](=[O:36])[CH3:37].[Cl:29][CH2:30][Cl:31].[NH2:27][OH:28]>>[C:1]([CH3:2])(=[O:3])[O:4][CH2:5][CH:6]1[CH:7]([C:24](=[O:26])[NH:27][OH:28])[N:8]([S:13](=[O:14])(=[O:15])[c:16]2[cH:17][cH:18][c:19]([O:22][CH3:23])[cH:20][cH:21]2)[CH2:9][CH2:10][CH2:11][CH2:12]1. Solvent: [OH-].[Na+].CO (NaOH MeOH). Product: COC1=CC=C(CN2N=C(C(=C2)[N+](=O)[O-])C(=O)O)C=C1 (1-(4-methoxy-benzyl)-4-nitro-1H-pyrazole-3-carboxylic acid). Yield: 90.2%. Run at time 14 hour. Starting materials: C(C)OC(=O)C1=NN(C=C1[N+](=O)[O-])CC1=CC=C(C=C1)OC (1-(4-methoxy-benzyl)-4-nitro-1H-pyrazole-3-carboxylic acid ethyl ester). Reported procedure: A mixture of 1-(4-methoxy-benzyl)-4-nitro-1H-pyrazole-3-carboxylic acid ethyl ester (15.9 g, 52 mmol) in 2 M aqueous NaOH/MeOH (1:1, 400 ml) was stirred at ambient temperature for 14 h. Volatile materials were removed in vacuo, the residue dissolved in EtOAc (200 ml), water (100 ml) added and the mixture taken to pH 3 using 1M aqueous HCl. The layers were separated and the organic portion washed with saturated aqueous sodium hydrogen carbonate. EtOAc was added to the aqueous layer which was acid... Reaction SMILES: C([O:3][C:4]([C:6]1[C:10]([N+:11]([O-:13])=[O:12])=[CH:9][N:8]([CH2:14][C:15]2[CH:20]=[CH:19][C:18]([O:21][CH3:22])=[CH:17][CH:16]=2)[N:7]=1)=[O:5])C>[OH-].[Na+].CO>[CH3:22][O:21][C:18]1[CH:17]=[CH:16][C:15]([CH2:14][N:8]2[CH:9]=[C:10]([N+:11]([O-:13])=[O:12])[C:6]([C:4]([OH:5])=[O:3])=[N:7]2)=[CH:20][CH:19]=1 |f:1.2.3|. The reactants are Cl (HCl), OC1=CC=C(OC=2C=C(C(=O)O)C=CC2)C=C1 (3-(4'-hydroxyphenoxy)benzoic acid), [OH-].[Na+] (NaOH), C(C)(=O)OC(C)=O (Acetic anhydride). Reaction conditions: temperature 0 celsius, time 15 minute. Product: C(C)(=O)OC1=CC=C(OC=2C=C(C(=O)O)C=CC2)C=C1 (3-(4'-acetoxyphenoxy)benzoic acid). Isolated yield 85.1%. As a reaction SMILES: [OH:1][C:2]1[CH:17]=[CH:16][C:5]([O:6][C:7]2[CH:8]=[C:9]([CH:13]=[CH:14][CH:15]=2)[C:10]([OH:12])=[O:11])=[CH:4][CH:3]=1.[OH-].[Na+].[C:20](OC(=O)C)(=[O:22])[CH3:21].Cl>>[C:20]([O:1][C:2]1[CH:17]=[CH:16][C:5]([O:6][C:7]2[CH:8]=[C:9]([CH:13]=[CH:14][CH:15]=2)[C:10]([OH:12])=[O:11])=[CH:4][CH:3]=1)(=[O:22])[CH3:21] |f:1.2|. Reported procedure: An amount of 3-(4'-hydroxyphenoxy)benzoic acid (9.772 g, 42.45 millimoles (mmoles)) was dissolved in 6 M NaOH (18 ml, 108 mmoles) and cooled in an ice bath. Acetic anhydride (8.0 ml, 11.1 g, 109 mmoles) was added cautiously to the basic solution at such a rate as to maintain 0° to 5° C. and then stirred vigorously for an additional 15 minutes (min) at 0° C. The reaction mixture was then allowed to warm to room temperature over 1 hour. The aqueous solution was acidified with 6 M HCl (18 ml, 108 m... Reactants: [Al+3], CCOC(C)=O, Cl, [H-], [H-], [H-], [H-], [Li+], [Na+], [OH-], O, O=C(O)C1(c2ccccc2)CCCN1. The product is OCC1(c2ccccc2)CCCN1. As a reaction SMILES: [Al+3:2].[CH3:25][CH2:26][O:27][C:28](=[O:29])[CH3:30].[ClH:7].[H-:1].[H-:4].[H-:5].[H-:6].[Li+:3].[Na+:24].[OH-:23].[OH2:22].[c:8]1([C:14]2([C:19](=[O:20])[OH:21])[NH:15][CH2:16][CH2:17][CH2:18]2)[cH:9][cH:10][cH:11][cH:12][cH:13]1>>[c:8]1([C:14]2([CH2:19][OH:20])[NH:15][CH2:16][CH2:17][CH2:18]2)[cH:9][cH:10][cH:11][cH:12][cH:13]1. The reactants are [Br-], C1CCOC1, [Li]CCCC, COc1ccc(C)cc1C(=O)c1ccccc1, C[P+](c1ccccc1)(c1ccccc1)c1ccccc1, Cc1ccccc1, O. The product is C=C(c1ccccc1)c1cc(C)ccc1OC. As a reaction SMILES: [Br-:29].[CH2:1]1[O:2][CH2:3][CH2:4][CH2:5]1.[CH2:6]([Li:7])[CH2:8][CH2:9][CH3:10].[CH3:11][O:12][c:13]1[c:14]([C:15](=[O:16])[c:17]2[cH:18][cH:19][cH:20][cH:21][cH:22]2)[cH:23][c:24]([CH3:27])[cH:25][cH:26]1.[CH3:30][P+:31]([c:32]1[cH:33][cH:34][cH:35][cH:36][cH:37]1)([c:38]1[cH:39][cH:40][cH:41][cH:42][cH:43]1)[c:44]1[cH:45][cH:46][cH:47][cH:48][cH:49]1.[CH3:50][c:51]1[cH:52][cH:53][cH:54][cH:55][cH:56]1.[OH2:28]>>[CH2:1]=[C:15]([c:14]1[c:13]([O:12][CH3:11])[cH:26][cH:25][c:24]([CH3:27])[cH:23]1)[c:17]1[cH:18][cH:19][cH:20][cH:21][cH:22]1.